Dataset: the Open Reaction Database (ORD), a public repository of structured organic reaction records. Task: describe an organic reaction: reactants, conditions, products, and yield Starting materials: CC(C)CCCC(C)C1C(O)CC2C3CC=C4CC(O)CCC4(C)C3CCC21C, CC(=O)[O-], CO, CC(=O)O, [Na+], O=[Cr](=O)=O, O. Yields the product CC(C)CCCC(C)C1C(=O)CC2C3CC=C4CC(O)CCC4(C)C3CCC21C. Reaction SMILES: [CH3:1][CH:2]([CH3:3])[CH2:4][CH2:5][CH2:6][CH:7]([CH3:8])[CH:9]1[CH:10]([OH:29])[CH2:11][CH:12]2[CH:13]3[CH2:14][CH:15]=[C:16]4[CH2:17][CH:18]([OH:28])[CH2:19][CH2:20][C:21]4([CH3:22])[CH:23]3[CH2:24][CH2:25][C:26]12[CH3:27].[CH3:31][C:32](=[O:33])[O-:34].[CH3:39][OH:40].[CH3:41][C:42](=[O:43])[OH:44].[Na+:30].[O:35]=[Cr:36](=[O:37])=[O:38].[OH2:45]>>[CH3:1][CH:2]([CH3:3])[CH2:4][CH2:5][CH2:6][CH:7]([CH3:8])[CH:9]1[C:10](=[O:29])[CH2:11][CH:12]2[CH:13]3[CH2:14][CH:15]=[C:16]4[CH2:17][CH:18]([OH:28])[CH2:19][CH2:20][C:21]4([CH3:22])[CH:23]3[CH2:24][CH2:25][C:26]12[CH3:27]. RXN SMILES: [Br:1][c:2]1[c:3]([CH:7]=[O:8])[nH:4][cH:5][cH:6]1.[CH2:9]1[CH2:12][CH2:11][CH2:10][O:13]1.[CH3:31][C:32]([OH:33])([CH3:34])[CH3:35].[Cl+:14]([O-:15])[O-:16].[Na+:17].[OH2:36].[OH:18][C:19]([CH2:20][C:21]([C:22](=[O:23])[OH:24])([CH2:25][C:26](=[O:27])[OH:28])[OH:29])=[O:30]>>[Br:1][c:2]1[c:3]([C:7](=[O:8])[OH:13])[nH:4][cH:5][cH:6]1. Reactants: O=Cc1[nH]ccc1Br, C1CCOC1, CC(C)(C)O, [O-][Cl+][O-], [Na+], O, O=C(O)CC(O)(CC(=O)O)C(=O)O. Product: O=C(O)c1[nH]ccc1Br. Starting materials: C(C)(=O)OCC (ethyl acetate), [N+](=O)([O-])C1=C(C#N)C=CC=C1O (2-nitro-3-hydroxybenzonitrile), [H][H] (hydrogen), CCCCCC (hexane). Reagents/catalysts: [Pd] (palladium on activated carbon). The solvent is C(C)O (ethanol). Run at time 1 hour. Product: NC1=C(C#N)C=CC=C1O (2-amino-3-hydroxybenzonitrile). As a reaction SMILES: [N+:1]([C:4]1[C:11]([OH:12])=[CH:10][CH:9]=[CH:8][C:5]=1[C:6]#[N:7])([O-])=O.[H][H].CCCCCC.C(OCC)(=O)C>[Pd].C(O)C>[NH2:1][C:4]1[C:11]([OH:12])=[CH:10][CH:9]=[CH:8][C:5]=1[C:6]#[N:7]. Reported procedure: A parr bottle was charged with palladium on activated carbon (5%, 0.196g). A solution of 2-nitro-3-hydroxybenzonitrile (1.31 g, 0.008 mol) in 40 ml of ethanol was added. The reaction mixture was placed under 25 psi of hydrogen gas and shaken for 1 hour. TLC (1:1 hexane:ethyl acetate) shows that no starting material remained. The mixture was filtered through Celite® and evaporated to yield 2-amino-3-hydroxybenzonitrile, 1.01 g (0.0075 mol, 94%). The reactants are CC(=O)C1=CC=C(C=C1)N (4-aminoacetophenone), [N-]=C=O.COC([C@@H](N)CSC(C)=O)=O (S-acetylcysteine methyl ester isocyanate), Cl.NO (hydroxylamine hydrochloride), C(OC)(OC)OC (trimethyl orthoformate). Solvent: C1CCOC1 (THF), C1CCOC1 (THF), N1=CC=CC=C1 (pyridine). Conditions: time 3 hour. Yields the product ON=C(C)C1=CC=C(C=C1)NC(=O)NC(CSC(C)=O)C(=O)OC (N-[4-(1-hydroxyiminoethyl)phenyl]-N'-[1-methoxycarbonyl-2-(acetylthio)ethyl]urea). As a reaction SMILES: [CH3:1][C:2]([C:4]1[CH:9]=[CH:8][C:7]([NH2:10])=[CH:6][CH:5]=1)=O.[N-:11]=[C:12]=[O:13].[CH3:14][O:15][C:16](=[O:24])[C@H:17]([CH2:19][S:20][C:21](=[O:23])[CH3:22])N.Cl.[NH2:26][OH:27].C(OC)(OC)OC>C1COCC1.N1C=CC=CC=1>[OH:27][N:26]=[C:2]([C:4]1[CH:9]=[CH:8][C:7]([NH:10][C:12]([NH:11][CH:17]([C:16]([O:15][CH3:14])=[O:24])[CH2:19][S:20][C:21](=[O:23])[CH3:22])=[O:13])=[CH:6][CH:5]=1)[CH3:1] |f:1.2,3.4|. Reported procedure: A solution of 0.02 mol 4-aminoacetophenone in 40 mL THF is added dropwise to a solution of 0.02 mol of S-acetylcysteine methyl ester isocyanate and 5 mL pyridine in 40 mL THF, and the reaction mixture is stirred for 3 hours. The solvent is then removed by rotary evaporator. The residue is dispersed in 50 mL CH3OH, and 0.022 mol hydroxylamine hydrochloride and 0.06 mol trimethyl orthoformate are added. The reaction mixture is heated to reflux for 1 hour. The solvent is removed by rotary evaporato... Starting materials: N#Cc1ccc(CNC(=O)C(Br)c2ccccc2)cc1, CN, Cl. Yields the product CNC(C(=O)NCc1ccc(C#N)cc1)c1ccccc1. Reaction SMILES: [Br:1][CH:2]([C:3](=[O:4])[NH:5][CH2:6][c:7]1[cH:8][cH:9][c:10]([C:13]#[N:14])[cH:11][cH:12]1)[c:15]1[cH:16][cH:17][cH:18][cH:19][cH:20]1.[CH3:22][NH2:23].[ClH:21]>>[CH:2]([C:3](=[O:4])[NH:5][CH2:6][c:7]1[cH:8][cH:9][c:10]([C:13]#[N:14])[cH:11][cH:12]1)([c:15]1[cH:16][cH:17][cH:18][cH:19][cH:20]1)[NH:23][CH3:22]. Starting materials: C1CCOC1, CC(=O)O, CC(=O)N1CC=C(c2cccnc2F)CC1, [OH-], [OH-], [Pd+2]. Reaction SMILES: [CH2:21]1[O:22][CH2:23][CH2:24][CH2:25]1.[CH3:17][C:18](=[O:19])[OH:20].[F:1][c:2]1[n:3][cH:4][cH:5][cH:6][c:7]1[C:8]1=[CH:9][CH2:10][N:11]([C:14]([CH3:15])=[O:16])[CH2:12][CH2:13]1.[OH-:26].[OH-:28].[Pd+2:27]>>[F:1][c:2]1[n:3][cH:4][cH:5][cH:6][c:7]1[CH:8]1[CH2:9][CH2:10][N:11]([C:14]([CH3:15])=[O:16])[CH2:12][CH2:13]1. Product: CC(=O)N1CCC(c2cccnc2F)CC1. The reactants are CON(C=1NC(C=2N=CN(C2N1)CCC(CO)CO)=O)C(C1=CC=CC=C1)(C1=CC=CC=C1)C1=CC=CC=C1 (N2-monomethoxytrityl-9-(4-hydroxy-3-hydroxymethylbut-1-yl)guanine), C(C(C)(C)C)(=O)Cl (pivalyl chloride). The solvent is N1=CC=CC=C1 (pyridine). Run at time 45 minute. The product is C(C(C)(C)C)(=O)OCC(CCN1C=2N=C(NC(C2N=C1)=O)N)COC(C(C)(C)C)=O (9-(4-pivalyloxy-3-pivalyloxymethylbut-1-yl)guanine). Yield: 58.0%. RXN SMILES: CO[N:3](C(C1C=CC=CC=1)(C1C=CC=CC=1)C1C=CC=CC=1)[C:4]1[NH:5][C:6](=[O:20])[C:7]2[N:8]=[CH:9][N:10]([CH2:13][CH2:14][CH:15]([CH2:18][OH:19])[CH2:16][OH:17])[C:11]=2[N:12]=1.[C:40](Cl)(=[O:45])[C:41]([CH3:44])([CH3:43])[CH3:42]>N1C=CC=CC=1>[C:40]([O:19][CH2:18][CH:15]([CH2:16][O:17][C:40](=[O:45])[C:41]([CH3:44])([CH3:43])[CH3:42])[CH2:14][CH2:13][N:10]1[CH:9]=[N:8][C:7]2[C:6](=[O:20])[NH:5][C:4]([NH2:3])=[N:12][C:11]1=2)(=[O:45])[C:41]([CH3:44])([CH3:43])[CH3:42]. Procedure: To a solution of N2-monomethoxytrityl-9-(4-hydroxy-3-hydroxymethylbut-1-yl)guanine (0.47 g, 0.9 mmol) in pyridine (4.5 ml) was added pivalyl chloride (0.55 ml, 4.5 mmol) and the solution was stirred for 45 minutes. The mixture was precipitated in water (45 ml) and the resulting precipitate was stirred in 80% acetic acid (10 ml) at 80° for 20 minutes. The solvent was removed and the residue was purified by column chromatography on silica gel eluting with chloroform-methanol (10:1) to afford 9-(4-... Reactants: N1(C=NC=C1)C=1C=CC(=C([C@H](OC([C@@H](C)C2=CC3=CC=C(C=C3C=C2)OC)=O)C2=C(C=C(C(=O)OC)C=C2C)C)C1)C (Methyl (S)-4-[5-(1-imidazolyl)-α-{(S)-2-(6-methoxy-2-naphthyl)propionyloxy}-2-methylbenzyl]-3,5-dimethylbenzoate), solution, [OH-].[Na+] (sodium hydroxide). Run in CO (methanol). Reaction conditions: temperature 60 celsius, time 2 hour. Yields the product O[C@@H](C1=C(C=CC(=C1)N1C=NC=C1)C)C1=C(C=C(C(=O)O)C=C1C)C ((S)4-[α-hydroxy-5-(1-imidazolyl)-2-methylbenzyl]-3,5-dimethylbenzoic acid). The yield is 90.0%. RXN SMILES: [N:1]1([C:6]2[CH:7]=[CH:8][C:9]([CH3:42])=[C:10]([CH:41]=2)[C@@H:11]([C:29]2[C:38]([CH3:39])=[CH:37][C:32]([C:33]([O:35]C)=[O:34])=[CH:31][C:30]=2[CH3:40])[O:12]C(=O)[C@H](C2C=CC3C(=CC=C(OC)C=3)C=2)C)[CH:5]=[CH:4][N:3]=[CH:2]1.[OH-].[Na+]>CO>[OH:12][C@H:11]([C:29]1[C:30]([CH3:40])=[CH:31][C:32]([C:33]([OH:35])=[O:34])=[CH:37][C:38]=1[CH3:39])[C:10]1[CH:41]=[C:6]([N:1]2[CH:5]=[CH:4][N:3]=[CH:2]2)[CH:7]=[CH:8][C:9]=1[CH3:42] |f:1.2|. Procedure: Methyl (S)-4-[5-(1-imidazolyl)-α-{(S)-2-(6-methoxy-2-naphthyl)propionyloxy}-2-methylbenzyl]-3,5-dimethylbenzoate (47 g) obtained in Example 1 was suspended in methanol (376 ml) and an aqueous solution (95 ml) containing sodium hydroxide (8 g) was added, which was followed by stirring at 60° C. for 2 hours. The reaction mixture was concentrated and to the residue were added dimethylformamide (300 ml) and water (300 ml), which was followed by neutralization with glacial acetic acid (23 ml). The pr... Starting materials: COC(=O)Cc1ccc(Nc2ncccc2[N+](=O)[O-])cc1, CO. The product is COC(=O)Cc1ccc(Nc2ncccc2N)cc1. RXN SMILES: [CH3:1][O:2][C:3]([CH2:4][c:5]1[cH:6][cH:7][c:8]([NH:11][c:12]2[n:13][cH:14][cH:15][cH:16][c:17]2[N+:18]([O-:19])=[O:20])[cH:9][cH:10]1)=[O:21].[CH3:22][OH:23]>>[CH3:1][O:2][C:3]([CH2:4][c:5]1[cH:6][cH:7][c:8]([NH:11][c:12]2[n:13][cH:14][cH:15][cH:16][c:17]2[NH2:18])[cH:9][cH:10]1)=[O:21]. Run in C(CCC)O (n-butanol), C(CCC)O (butanol), O (water), O (water). The product is Cl.ClC1=CC=C(OC2=CC=C(OCC(N)=NO)C=C2)C=C1 (4-(4-Chlorophenoxy)-phenoxy-acetamidoxime hydrochloride). Isolated yield 157.8%. Procedure details: A suspension of 5.37 g (0.0772 mol) of hydroxylamine hydrochloride and of 7.72 g (0.0772 mol) of potassium bicarbonate in 8 ml of water is added, all at once, to a suspension of 10 g (0.0385 mol) of 4-(4-chlorophenoxy)-phenoxy-acetonitrile prepared as indicated in Example 29a), in 24 ml of n-butanol. The mixture is heated to the reflux temperature for 1 hour, the butanol is driven off, the residue is taken up in water and the insoluble matter is extracted with diethyl ether. The organic phase is... Reactants: ClC1=CC=C(OC2=CC=C(OCC#N)C=C2)C=C1 (4-(4-chlorophenoxy)-phenoxy-acetonitrile), Cl.NO (hydroxylamine hydrochloride), C([O-])(O)=O.[K+] (potassium bicarbonate). Reaction SMILES: Cl.[NH2:2][OH:3].C(=O)(O)[O-].[K+].[Cl:9][C:10]1[CH:26]=[CH:25][C:13]([O:14][C:15]2[CH:24]=[CH:23][C:18]([O:19][CH2:20][C:21]#[N:22])=[CH:17][CH:16]=2)=[CH:12][CH:11]=1>O.C(O)CCC>[ClH:9].[Cl:9][C:10]1[CH:26]=[CH:25][C:13]([O:14][C:15]2[CH:24]=[CH:23][C:18]([O:19][CH2:20][C:21](=[N:2][OH:3])[NH2:22])=[CH:17][CH:16]=2)=[CH:12][CH:11]=1 |f:0.1,2.3,7.8|.